Dataset: the Open Reaction Database (ORD), a public repository of structured organic reaction records. Task: describe an organic reaction: reactants, conditions, products, and yield The reactants are CC(C)(C)OC(=O)CNC(=O)C1=C(O)c2cc(Br)ccc2C(C)(C)C1=O, CCOC(C)=O, [K+], [K+], O=C([O-])[O-], C1COCCO1, O=C(C=Cc1ccccc1)C=Cc1ccccc1, O=C(C=Cc1ccccc1)C=Cc1ccccc1, O=C(C=Cc1ccccc1)C=Cc1ccccc1, O, OB(O)c1ccccc1, [Pd], [Pd]. Product: CC(C)(C)OC(=O)CNC(=O)C1=C(O)c2cc(-c3ccccc3)ccc2C(C)(C)C1=O. Reaction SMILES: [Br:1][c:2]1[cH:3][c:4]2[c:9]([cH:10][cH:11]1)[C:8]([CH3:12])([CH3:13])[C:7](=[O:14])[C:6]([C:15](=[O:16])[NH:17][CH2:18][C:19](=[O:20])[O:21][C:22]([CH3:23])([CH3:24])[CH3:25])=[C:5]2[OH:26].[CH3:43][CH2:44][O:45][C:46]([CH3:47])=[O:48].[K+:36].[K+:37].[O-:38][C:39]([O-:40])=[O:41].[O:105]1[CH2:106][CH2:107][O:108][CH2:109][CH2:110]1.[O:51]=[C:52]([CH:53]=[CH:54][c:55]1[cH:56][cH:57][cH:58][cH:59][cH:60]1)[CH:61]=[CH:62][c:63]1[cH:64][cH:65][cH:66][cH:67][cH:68]1.[O:69]=[C:70]([CH:71]=[CH:72][c:73]1[cH:74][cH:75][cH:76][cH:77][cH:78]1)[CH:79]=[CH:80][c:81]1[cH:82][cH:83][cH:84][cH:85][cH:86]1.[O:87]=[C:88]([CH:89]=[CH:90][c:91]1[cH:92][cH:93][cH:94][cH:95][cH:96]1)[CH:97]=[CH:98][c:99]1[cH:100][cH:101][cH:102][cH:103][cH:104]1.[OH2:42].[OH:27][B:28]([OH:29])[c:30]1[cH:31][cH:32][cH:33][cH:34][cH:35]1.[Pd:49].[Pd:50]>>[c:2]1(-[c:30]2[cH:31][cH:32][cH:33][cH:34][cH:35]2)[cH:3][c:4]2[c:9]([cH:10][cH:11]1)[C:8]([CH3:12])([CH3:13])[C:7](=[O:14])[C:6]([C:15](=[O:16])[NH:17][CH2:18][C:19](=[O:20])[O:21][C:22]([CH3:23])([CH3:24])[CH3:25])=[C:5]2[OH:26]. Reactants: Cl.Cl.COC([C@@H](N)CN1C(=NC=C1)N)=O (3-(2-Aminoimidazol-1-yl)-L-alanine methyl ester dihydrochloride). Solvent: Cl (hydrochloric acid). Conditions: temperature 55 celsius, time 5 day. Product: Cl.Cl.NC=1N(C=CN1)C[C@H](N)C(=O)O (3-(2-aminoimidazol-1-yl) -L-alanine dihydrochloride). Isolated yield 117.1%. As a reaction SMILES: [ClH:1].Cl.C[O:4][C:5](=[O:15])[C@H:6]([CH2:8][N:9]1[CH:13]=[CH:12][N:11]=[C:10]1[NH2:14])[NH2:7]>Cl>[ClH:1].[ClH:1].[NH2:14][C:10]1[N:9]([CH2:8][C@@H:6]([C:5]([OH:15])=[O:4])[NH2:7])[CH:13]=[CH:12][N:11]=1 |f:0.1.2,4.5.6|. Reported procedure: 3-(2-Aminoimidazol-1-yl)-L-alanine methyl ester dihydrochloride (103 mg) was dissolved in 6N hydrochloric acid (4 ml), and the mixture was stirred at 55° C. for 5 days. The solvent was evaporated under reduced pressure. Methanol was added to the residue, and the insoluble materials were filtered off. Evaporation of the solvent in the filtrate gave the title compound (57 mg). The reactants are CNC, CO, O=[N+]([O-])c1ccc(Cl)c([N+](=O)[O-])c1C(O)c1ccccc1, O=[N+]([O-])c1cc([N+](=O)[O-])c(C(O)c2ccccc2)cc1Cl. Yields the product CN(C)c1ccc([N+](=O)[O-])c(C(O)c2ccccc2)c1[N+](=O)[O-]. As a reaction SMILES: [CH3:43][NH:44][CH3:45].[CH3:46][OH:47].[Cl:1][c:2]1[cH:3][cH:4][c:5]([N+:19](=[O:20])[O-:21])[c:6]([CH:11]([OH:12])[c:13]2[cH:14][cH:15][cH:16][cH:17][cH:18]2)[c:7]1[N+:8](=[O:9])[O-:10].[Cl:22][c:23]1[c:24]([N+:25]([O-:26])=[O:27])[cH:28][c:29]([N+:30]([O-:31])=[O:32])[c:33]([CH:34]([c:35]2[cH:36][cH:37][cH:38][cH:39][cH:40]2)[OH:41])[cH:42]1>>[c:2]1([N:44]([CH3:43])[CH3:45])[cH:3][cH:4][c:5]([N+:19](=[O:20])[O-:21])[c:6]([CH:11]([OH:12])[c:13]2[cH:14][cH:15][cH:16][cH:17][cH:18]2)[c:7]1[N+:8](=[O:9])[O-:10]. Starting materials: C(C)(C)(C)OC(=O)N1[C@H](C[C@@H](C1)O[Si](C)(C)C(C)(C)C)COS(=O)(=O)C (1-tert-butyloxycarbonyl-(2R,4S)-2-(methylsulfonyloxymethyl)-4-(tert-butyldimethylsilyloxy)pyrrolidine), ClC1=C(C=CC=C1)O (2-chlorophenol), C([O-])([O-])=O.[Cs+].[Cs+] (caesium carbonate). Run in CN(C)C=O (DMF). Product: C(C)(C)(C)OC(=O)N1[C@H](C[C@@H](C1)O[Si](C)(C)C(C)(C)C)COC1=C(C=CC=C1)Cl ((2R,4S)-1-tert-butyloxycarbonyl-2-(2-chlorophenoxymethyl)-4-(tert-butyldimethylsilyloxy)pyrrolidine). RXN SMILES: [C:1]([O:5][C:6]([N:8]1[CH2:12][C@@H:11]([O:13][Si:14]([C:17]([CH3:20])([CH3:19])[CH3:18])([CH3:16])[CH3:15])[CH2:10][C@@H:9]1[CH2:21][O:22]S(C)(=O)=O)=[O:7])([CH3:4])([CH3:3])[CH3:2].[Cl:27][C:28]1[CH:33]=[CH:32][CH:31]=[CH:30][C:29]=1O.C(=O)([O-])[O-].[Cs+].[Cs+]>CN(C=O)C>[C:1]([O:5][C:6]([N:8]1[CH2:12][C@@H:11]([O:13][Si:14]([C:17]([CH3:20])([CH3:19])[CH3:18])([CH3:16])[CH3:15])[CH2:10][C@@H:9]1[CH2:21][O:22][C:29]1[CH:30]=[CH:31][CH:32]=[CH:33][C:28]=1[Cl:27])=[O:7])([CH3:4])([CH3:3])[CH3:2] |f:2.3.4|. Reported procedure: 12.5 Reaction of 1.5 g of 1-tert-butyloxycarbonyl-(2R,4S)-2-(methylsulfonyloxymethyl)-4-(tert-butyldimethylsilyloxy)pyrrolidine with 560 μl of 2-chlorophenol and 1.19 g of caesium carbonate in 15 ml of DMF under standard conditions gives 751 mg of (2R,4S)-1-tert-butyloxycarbonyl-2-(2-chlorophenoxymethyl)-4-(tert-butyldimethylsilyloxy)pyrrolidine. 223 mg of the silyl-eliminated product (2R,4S)-1-tert-butyloxycarbonyl-2-(2-chlorophenoxymethyl)-4-hydroxypyrrolidine are formed as by-product.